describe an organic reaction: reactants, conditions, products, and yield From a dataset of the Open Reaction Database (ORD), a public repository of structured organic reaction records. The reactants are C(C)C1=C(N(C=O)C(C(=O)OCC)=CO)C(=CC=C1)CC (ethyl 2-(2,6-diethyl-N-formylanilino)-3-hydroxyacrylate), Cl (hydrochloric acid), C(=O)N (formamide). The product is C(C)C1=C(C(=CC=C1)CC)N1C=NC=C1C(=O)OCC (Ethyl 1-(2,6-diethylphenyl)-imidazole-5-carboxylate). Reaction SMILES: [CH2:1]([C:3]1[CH:19]=[CH:18][CH:17]=[C:16]([CH2:20][CH3:21])[C:4]=1[N:5]([C:8](=[CH:14]O)[C:9]([O:11][CH2:12][CH3:13])=[O:10])[CH:6]=O)[CH3:2].Cl.C([NH2:25])=O>>[CH2:1]([C:3]1[CH:19]=[CH:18][CH:17]=[C:16]([CH2:20][CH3:21])[C:4]=1[N:5]1[C:8]([C:9]([O:11][CH2:12][CH3:13])=[O:10])=[CH:14][N:25]=[CH:6]1)[CH3:2]. Reported procedure: 17.8 g (0.06 mole) of ethyl 2-(2,6-diethyl-N-formylanilino)-3-hydroxyacrylate were heated with stirring together with 10 ml of concentrated hydrochloric acid and 50 ml of formamide for 8 hours at an oil bath temperature of 160° C. (internal temperature 140° C.). After cooling, the product was extracted by shaking with a mixture of 100 ml of water and 100 ml of diisopropyl ether, the organic layer was separated off and the aqueous phase was extracted once more with diisopropyl ether. The combined... The reactants are COC=1C=CC2=C(CC(NC=C2)=O)C1 (2,3-dihydro-8-methoxy-2-oxo-1H-3-benzazepine), [H][H] (hydrogen). Reagents/catalysts: [Pd] (palladium-on-carbon). The solvent is C(C)(=O)O (acetic acid). Product: COC=1C=CC2=C(CC(NCC2)=O)C1 (8-methoxy-2-oxo-2,3,4,5-tetrahydro-1H-3-benzazepine). As a reaction SMILES: [CH3:1][O:2][C:3]1[CH:4]=[CH:5][C:6]2[CH:12]=[CH:11][NH:10][C:9](=[O:13])[CH2:8][C:7]=2[CH:14]=1.[H][H]>C(O)(=O)C.[Pd]>[CH3:1][O:2][C:3]1[CH:4]=[CH:5][C:6]2[CH2:12][CH2:11][NH:10][C:9](=[O:13])[CH2:8][C:7]=2[CH:14]=1. Procedure details: A mixture of 2,3-dihydro-8-methoxy-2-oxo-1H-3-benzazepine (12 g, 0.063 m) and 10% palladium-on-carbon (1.2 g) in acetic acid (200 ml) was shaken in an atmosphere of hydrogen (60 psi), degassed, filtered and concentrated in vacuo. The residue was dissolved in methylene chloride, washed with water, dried with magnesium sulfate and concentrated in vacuo. The residue was triturated with ether and filtered to give 8-methoxy-2-oxo-2,3,4,5-tetrahydro-1H-3-benzazepine. The reactants are C(C)C1(OC2=CC=C(C=C2C(C1)CCS(=O)(=O)NCC(=O)O)C)CC ([(2,2-diethyl-6-methylchroman-4-yl)ethylsulfonylamino]acetic acid), C(C)OCCOCCO (diethylene glycol monoethyl ether), C1CCC(CC1)N=C=NC2CCCCC2 (DCC). The reagents and catalysts are CN(C)C=1C=CN=CC1 (DMAP). The solvent is C(Cl)Cl (methylene chloride). Product: C(C)C1(OC2=CC=C(C=C2C(C1)CCS(=O)(=O)NCC(=O)OCCOCCOCC)C)CC (2-(2-ethoxyethoxy)ethyl [(2,2-diethyl-6-methylchroman-4-yl)ethylsulfonylamino]acetate). Yield: 44.2%. RXN SMILES: [CH2:1]([C:3]1([CH2:24][CH3:25])[CH2:12][CH:11]([CH2:13][CH2:14][S:15]([NH:18][CH2:19][C:20]([OH:22])=[O:21])(=[O:17])=[O:16])[C:10]2[C:5](=[CH:6][CH:7]=[C:8]([CH3:23])[CH:9]=2)[O:4]1)[CH3:2].[CH2:26]([O:28][CH2:29][CH2:30][O:31][CH2:32][CH2:33]O)[CH3:27].C1CCC(N=C=NC2CCCCC2)CC1>CN(C1C=CN=CC=1)C.C(Cl)Cl>[CH2:24]([C:3]1([CH2:1][CH3:2])[CH2:12][CH:11]([CH2:13][CH2:14][S:15]([NH:18][CH2:19][C:20]([O:22][CH2:27][CH2:26][O:28][CH2:29][CH2:30][O:31][CH2:32][CH3:33])=[O:21])(=[O:17])=[O:16])[C:10]2[C:5](=[CH:6][CH:7]=[C:8]([CH3:23])[CH:9]=2)[O:4]1)[CH3:25]. Procedure details: A solution of 0.5 g (1.35 mmol) of [(2,2-diethyl-6-methylchroman-4-yl)ethylsulfonylamino]acetic acid, 0.2 g (1.5 mmol) of diethylene glycol monoethyl ether, 0.31 g (1.5 mmol) of DCC and 2 mg (0.01 mmol) of DMAP in 7 ml of methylene chloride is stirred overnight at RT. It is washed successively with 5% strength acetic acid, saturated sodium bicarbonate solution and water, dried over magnesium sulfate and concentrated in vacuo. After subsequent purification by chromatography using cyclohexane/EA 4... The reactants are C1(CCCCC1)N1C(SC(C1=O)=CC(=O)OC)=NC1CCCCC1 (methyl [3-cyclohexyl-2-(cyclohexylimino)-4-oxo-5-thiazolidinylidene]acetate), [I-].[Li+] (lithium iodide), Cl (HCl). Run in O (water), CN(C=O)C (N,N-dimethylformamide). Yields the product C1(CCCCC1)N1C(SC(C1=O)=CC(=O)O)=NC1CCCCC1 ([3-Cyclohexyl-2-(cyclohexylimino)-4-oxo-5-thiazolidinylidene]acetic acid). Isolated yield 67.9%. Reaction SMILES: [CH:1]1([N:7]2[C:11](=[O:12])[C:10](=[CH:13][C:14]([O:16]C)=[O:15])[S:9][C:8]2=[N:18][CH:19]2[CH2:24][CH2:23][CH2:22][CH2:21][CH2:20]2)[CH2:6][CH2:5][CH2:4][CH2:3][CH2:2]1.[I-].[Li+].Cl>CN(C)C=O.O>[CH:1]1([N:7]2[C:11](=[O:12])[C:10](=[CH:13][C:14]([OH:16])=[O:15])[S:9][C:8]2=[N:18][CH:19]2[CH2:20][CH2:21][CH2:22][CH2:23][CH2:24]2)[CH2:2][CH2:3][CH2:4][CH2:5][CH2:6]1 |f:1.2|. Procedure details: A mixture of methyl [3-cyclohexyl-2-(cyclohexylimino)-4-oxo-5-thiazolidinylidene]acetate (5.0 g, 14 mmoles) and anhydrous lithium iodide (7.6 g, 57 mmoles) in N,N-dimethylformamide (30 mls) is heated under argon to reflux. After six hours the mixture is cooled, diluted with water, acidified with 4N HCl, and extracted twice with dichloromethane. The combined extracts are washed with brine and dried over MgSO4. The solvent is removed to afford a syrupy residue which evenually crystallizes. Recryst... The product is Cc1ccc(S(=O)(=O)OCCNS(=O)(=O)c2cccc3c(Cl)nccc23)cc1. Starting materials: O, O=S(=O)(NCCO)c1cccc2c(Cl)nccc12, Cc1ccc(S(=O)(=O)Cl)cc1, c1ccncc1. RXN SMILES: [OH2:36].[OH:1][CH2:2][CH2:3][NH:4][S:5](=[O:6])(=[O:7])[c:8]1[c:9]2[cH:10][cH:11][n:12][c:13]([Cl:18])[c:14]2[cH:15][cH:16][cH:17]1.[c:25]1([CH3:35])[cH:26][cH:27][c:28]([S:31](=[O:32])(=[O:33])[Cl:34])[cH:29][cH:30]1.[cH:19]1[cH:20][cH:21][n:22][cH:23][cH:24]1>>[O:1]([CH2:2][CH2:3][NH:4][S:5](=[O:6])(=[O:7])[c:8]1[c:9]2[cH:10][cH:11][n:12][c:13]([Cl:18])[c:14]2[cH:15][cH:16][cH:17]1)[S:31]([c:28]1[cH:27][cH:26][c:25]([CH3:35])[cH:30][cH:29]1)(=[O:32])=[O:33]. Starting materials: COc1cncc(Br)c1, C#Cc1ccc(F)cc1, Cc1ccccc1, CC(C)NC(C)C, [Cu]I, c1ccc(P(c2ccccc2)(c2ccccc2)[Pd](P(c2ccccc2)(c2ccccc2)c2ccccc2)(P(c2ccccc2)(c2ccccc2)c2ccccc2)P(c2ccccc2)(c2ccccc2)c2ccccc2)cc1. Product: COc1cncc(C#Cc2ccc(F)cc2)c1. Reaction SMILES: [Br:1][c:2]1[cH:3][n:4][cH:5][c:6]([O:8][CH3:9])[cH:7]1.[C:10](#[CH:11])[c:12]1[cH:13][cH:14][c:15]([F:18])[cH:16][cH:17]1.[CH3:26][c:27]1[cH:28][cH:29][cH:30][cH:31][cH:32]1.[CH:19]([NH:20][CH:21]([CH3:22])[CH3:23])([CH3:24])[CH3:25].[Cu:110][I:111].[cH:33]1[cH:34][cH:35][c:36]([P:37]([Pd:38]([P:39]([c:40]2[cH:41][cH:42][cH:43][cH:44][cH:45]2)([c:46]2[cH:47][cH:48][cH:49][cH:50][cH:51]2)[c:52]2[cH:53][cH:54][cH:55][cH:56][cH:57]2)([P:58]([c:59]2[cH:60][cH:61][cH:62][cH:63][cH:64]2)([c:65]2[cH:66][cH:67][cH:68][cH:69][cH:70]2)[c:71]2[cH:72][cH:73][cH:74][cH:75][cH:76]2)[P:77]([c:78]2[cH:79][cH:80][cH:81][cH:82][cH:83]2)([c:84]2[cH:85][cH:86][cH:87][cH:88][cH:89]2)[c:90]2[cH:91][cH:92][cH:93][cH:94][cH:95]2)([c:96]2[cH:97][cH:98][cH:99][cH:100][cH:101]2)[c:102]2[cH:103][cH:104][cH:105][cH:106][cH:107]2)[cH:108][cH:109]1>>[c:2]1([C:11]#[C:10][c:12]2[cH:13][cH:14][c:15]([F:18])[cH:16][cH:17]2)[cH:3][n:4][cH:5][c:6]([O:8][CH3:9])[cH:7]1. Reactants: CC(C)(C)OC(=O)CC(=O)CC(O)CCl, O=P([O-])([O-])[O-], O=CC(O)C(O)C(O)C(O)CO. The product is CC(C)(C)OC(=O)CC(O)CC(O)CCl. Reaction SMILES: [Cl:1][CH2:2][CH:3]([CH2:4][C:5]([CH2:6][C:7](=[O:8])[O:9][C:10]([CH3:11])([CH3:12])[CH3:13])=[O:14])[OH:15].[O-:28][P:29](=[O:30])([O-:31])[O-:32].[O:16]=[CH:17][CH:18]([CH:19]([CH:20]([CH:21]([CH2:22][OH:23])[OH:24])[OH:25])[OH:26])[OH:27]>>[Cl:1][CH2:2][CH:3]([CH2:4][CH:5]([CH2:6][C:7](=[O:8])[O:9][C:10]([CH3:11])([CH3:12])[CH3:13])[OH:14])[OH:15]. Starting materials: CC#N, CC(C)C(NC(=O)OCc1ccccc1)C(=O)OCC(COC(=O)C(NC(=O)OCc1ccccc1)C(C)C)CC(=O)OCCl, [I-], [Na+]. Product: CC(C)C(NC(=O)OCc1ccccc1)C(=O)OCC(COC(=O)C(NC(=O)OCc1ccccc1)C(C)C)CC(=O)OCI. As a reaction SMILES: [CH3:48][C:49]#[N:50].[Cl:1][CH2:2][O:3][C:4]([CH2:5][CH:6]([CH2:7][O:8][C:9]([CH:10]([NH:11][C:12](=[O:13])[O:14][CH2:15][c:16]1[cH:17][cH:18][cH:19][cH:20][cH:21]1)[CH:22]([CH3:23])[CH3:24])=[O:25])[CH2:26][O:27][C:28]([CH:29]([NH:30][C:31](=[O:32])[O:33][CH2:34][c:35]1[cH:36][cH:37][cH:38][cH:39][cH:40]1)[CH:41]([CH3:42])[CH3:43])=[O:44])=[O:45].[I-:47].[Na+:46]>>[CH2:2]([O:3][C:4]([CH2:5][CH:6]([CH2:7][O:8][C:9]([CH:10]([NH:11][C:12](=[O:13])[O:14][CH2:15][c:16]1[cH:17][cH:18][cH:19][cH:20][cH:21]1)[CH:22]([CH3:23])[CH3:24])=[O:25])[CH2:26][O:27][C:28]([CH:29]([NH:30][C:31](=[O:32])[O:33][CH2:34][c:35]1[cH:36][cH:37][cH:38][cH:39][cH:40]1)[CH:41]([CH3:42])[CH3:43])=[O:44])=[O:45])[I:47]. Starting materials: O[C@]1(C[C@@H](CCC1)C)CNC(=O)C=1C=2C=CC(=NC2C=CC1Cl)Cl (2,6-dichloro-quinoline-5-carboxylic acid ((1R,3R)-1-hydroxy-3methyl-cyclohexylmethyl)-amide), CCN(C(C)C)C(C)C (DIPEA), OC[C@@H]1CNCC1 ((S)-3-(hydroxymethyl)-pyrrolidine). The product is O[C@]1(C[C@@H](CCC1)C)CNC(=O)C=1C=2C=CC(=NC2C=CC1Cl)N1[C@H](C(CC1)O)C (6-Chloro-2-((S)-3-hydroxy-methyl-pyrrolidin-1-yl)-quinoline-5-carboxylic acid ((1R,3R)-1-hydroxy-3-methyl-cyclohexylmethyl)-amide). Reaction SMILES: [OH:1][C@:2]1([CH2:9][NH:10][C:11]([C:13]2[C:14]3[CH:15]=[CH:16][C:17](Cl)=[N:18][C:19]=3[CH:20]=[CH:21][C:22]=2[Cl:23])=[O:12])[CH2:7][CH2:6][CH2:5][C@@H:4]([CH3:8])[CH2:3]1.CC[N:27]([CH:31]([CH3:33])[CH3:32])[CH:28]([CH3:30])C.[OH:34]C[C@H]1CCNC1>>[OH:1][C@:2]1([CH2:9][NH:10][C:11]([C:13]2[C:14]3[CH:15]=[CH:16][C:17]([N:27]4[CH2:28][CH2:30][CH:33]([OH:34])[C@@H:31]4[CH3:32])=[N:18][C:19]=3[CH:20]=[CH:21][C:22]=2[Cl:23])=[O:12])[CH2:7][CH2:6][CH2:5][C@@H:4]([CH3:8])[CH2:3]1. Reported procedure: The title compound was synthesized according to the procedure described in example 1 using 2,6-dichloro-quinoline-5-carboxylic acid ((1R,3R)-1-hydroxy-3methyl-cyclohexylmethyl)-amide, DIPEA and (S)-3-(hydroxymethyl)-pyrrolidine. 1H NMR (400 MHz, DMSO-d6) δ ppm 8.75 (1H), 7.85 (m, 1H), 7.58 (2H), 7.05 (1H), 4.47 (s, 1H), 4.14 (s, 1H), 3.65 (m, 2H), 3.45 (m, 3H), 3.28 (m, 2H), 2.44 (m, 2H), 2.06 (m, 2H), 1.85 (m, 2H), 1.74-1.76 (m, 5H), 1.15 (m, 1H), 1.03 (m, 1H), 0.83 (d, 3H), 0.74 (m, 1H). m/z: ... Starting materials: ClCCNC(=O)N(C1[C@H](O)[C@@H](O)[C@@H](O)[C@H](O1)CO)CCCCC (1-(2-chloroethyl)-3-n-pentyl-3-D-galactopyranosylurea), C([O-])([O-])=O.[Na+].[Na+] (sodium carbonate), [N+](=O)([N+](=O)[O-])[O-] (nitrogen tetroxide). The solvent is O1CCCC1 (tetrahydrofuran), C(Cl)Cl (methylene chloride). Product: ClCCN(C(=O)N(C1[C@H](O)[C@@H](O)[C@@H](O)[C@H](O1)CO)CCCCC)N=O (1-(2-chloroethyl)-1-nitroso-3-n-pentyl-3-D-galactopyranosylurea). The yield is 71.3%. As a reaction SMILES: [Cl:1][CH2:2][CH2:3][NH:4][C:5]([N:7]([CH2:19][CH2:20][CH2:21][CH2:22][CH3:23])[CH:8]1[O:16][C@H:15]([CH2:17][OH:18])[C@H:13]([OH:14])[C@H:11]([OH:12])[C@H:9]1[OH:10])=[O:6].C(=O)([O-])[O-].[Na+].[Na+].[N+:30]([O-])([N+]([O-])=O)=[O:31]>O1CCCC1.C(Cl)Cl>[Cl:1][CH2:2][CH2:3][N:4]([N:30]=[O:31])[C:5]([N:7]([CH2:19][CH2:20][CH2:21][CH2:22][CH3:23])[CH:8]1[O:16][C@H:15]([CH2:17][OH:18])[C@H:13]([OH:14])[C@H:11]([OH:12])[C@H:9]1[OH:10])=[O:6] |f:1.2.3|. Reported procedure: 3.5 g of 1-(2-chloroethyl)-3-n-pentyl-3-D-galactopyranosylurea are dissolved in a mixture of 80 ml of tetrahydrofuran and 80 ml of methylene chloride, and 15 g of sodium carbonate anhydrate are added thereto. 5 g of nitrogen tetroxide gas are introduced into the mixture for 10 minutes under ice-cooling. The mixture is treated in the same manner as described in Example 2. 2.7 g of 1-(2-chloroethyl)-1-nitroso-3-n-pentyl-3-D-galactopyranosylurea are thereby obtained as yellow caramel.